This data is from the Open Reaction Database (ORD), a public repository of structured organic reaction records. The task is: describe an organic reaction: reactants, conditions, products, and yield The reactants are CC1CN(Cc2ccccc2)CCN1C(=O)OC(C)(C)C, CO. The product is CC1CNCCN1C(=O)OC(C)(C)C. RXN SMILES: [CH2:1]([c:2]1[cH:3][cH:4][cH:5][cH:6][cH:7]1)[N:8]1[CH2:9][CH:10]([CH3:21])[N:11]([C:14](=[O:15])[O:16][C:17]([CH3:18])([CH3:19])[CH3:20])[CH2:12][CH2:13]1.[CH3:22][OH:23]>>[NH:8]1[CH2:9][CH:10]([CH3:21])[N:11]([C:14](=[O:15])[O:16][C:17]([CH3:18])([CH3:19])[CH3:20])[CH2:12][CH2:13]1. Reactants: CC(C)(C)O, C#CCOc1cccc2ccccc12, CC(C)(C)[O-], [K+], O. Yields the product C=C=COc1cccc2ccccc12. Reaction SMILES: [C:7]([OH:8])([CH3:9])([CH3:10])[CH3:11].[CH2:12]([C:13]#[CH:14])[O:15][c:16]1[cH:17][cH:18][cH:19][c:20]2[cH:21][cH:22][cH:23][cH:24][c:25]12.[CH3:1][C:2]([CH3:3])([O-:4])[CH3:5].[K+:6].[OH2:26]>>[CH:12](=[C:13]=[CH2:14])[O:15][c:16]1[cH:17][cH:18][cH:19][c:20]2[cH:21][cH:22][cH:23][cH:24][c:25]12. The solvent is C(C)(C)O (isopropanol). Procedure details: Pivampicillin tosylate, hydrate (13.1 g) was stirred with isopropanol (50 ml) at 0°C, while diisopropylethylamine (3.45 ml) was added dropwise. After 30 min. the crystalline precipitate was collected by filtration, washed with isopropanol (25 ml) and hexane (50 ml, bp. 60°-80°), and air-dried, yielding crystalline pivampicillin with a melting point of 114°-116°C. As a reaction SMILES: [CH3:1][C:2]1([CH3:32])[S:6][C@@H:5]2[C@H:7]([NH:10][C:11]([C@@H:13]([NH2:20])[C:14]3[CH:15]=[CH:16][CH:17]=[CH:18][CH:19]=3)=[O:12])[C:8](=[O:9])[N:4]2[C@H:3]1[C:21]([O:23][CH2:24][O:25][C:26]([C:28]([CH3:31])([CH3:30])[CH3:29])=[O:27])=[O:22].S(C1C=CC(C)=CC=1)([O-])(=O)=O.C(N(C(C)C)CC)(C)C>C(O)(C)C>[CH3:1][C:2]1([CH3:32])[S:6][C@@H:5]2[C@H:7]([NH:10][C:11]([C@@H:13]([NH2:20])[C:14]3[CH:19]=[CH:18][CH:17]=[CH:16][CH:15]=3)=[O:12])[C:8](=[O:9])[N:4]2[C@H:3]1[C:21]([O:23][CH2:24][O:25][C:26]([C:28]([CH3:31])([CH3:30])[CH3:29])=[O:27])=[O:22] |f:0.1|. Reactants: CC1([C@@H](N2[C@H](S1)[C@@H](C2=O)NC(=O)[C@H](C=3C=CC=CC3)N)C(=O)OCOC(=O)C(C)(C)C)C.S(=O)(=O)([O-])C1=CC=C(C)C=C1 (Pivampicillin tosylate), hydrate, C(C)(C)N(CC)C(C)C (diisopropylethylamine). The product is CC1([C@@H](N2[C@H](S1)[C@@H](C2=O)NC(=O)[C@H](C=3C=CC=CC3)N)C(=O)OCOC(=O)C(C)(C)C)C (pivampicillin). Reactants: CC(C)(C)O, CCOC(=O)C(C)(C)Oc1cccc(C=O)c1, CC=C(C)C, [O-][Cl+][O-], [Na+], [Na+], O, O=P([O-])(O)O. The product is CCOC(=O)C(C)(C)Oc1cccc(C(=O)O)c1. Reaction SMILES: [C:33]([OH:34])([CH3:35])([CH3:36])[CH3:37].[CH2:1]([CH3:2])[O:3][C:4]([C:5]([CH3:6])([CH3:7])[O:8][c:9]1[cH:10][c:11]([CH:15]=[O:16])[cH:12][cH:13][cH:14]1)=[O:17].[CH3:18][C:19](=[CH:20][CH3:21])[CH3:22].[Cl+:23]([O-:24])[O-:25].[Na+:26].[Na+:32].[OH2:38].[P:27]([O-:28])([OH:29])([OH:30])=[O:31]>>[CH2:1]([CH3:2])[O:3][C:4]([C:5]([CH3:6])([CH3:7])[O:8][c:9]1[cH:10][c:11]([C:15](=[O:16])[OH:24])[cH:12][cH:13][cH:14]1)=[O:17]. The reactants are CC=1C=C(C(=O)N2CC(NCC2)C2=CC(=C(C=C2)Cl)Cl)C=C(C1)C ((+,-)-[3,5-dimethylbenzoyl]-3-(3,4-dichlorophenyl)piperazine), CCN(C(C)C)C(C)C (Hunig's base), BrCC(=O)Br (bromoacetyl bromide). Run in C(Cl)Cl (CH2Cl2), C(Cl)Cl (CH2Cl2). Conditions: temperature 0 celsius, time 8 hour. Product: BrCC(=O)N1C(CN(CC1)C(C1=CC(=CC(=C1)C)C)=O)C1=CC(=C(C=C1)Cl)Cl ((+,-)-bromoacetyl-2-(3,4-dichlorophenyl)-4-(3,5-dimethylbenzoyl)piperazine). The yield is 46.3%. RXN SMILES: [CH3:1][C:2]1[CH:3]=[C:4]([CH:21]=[C:22]([CH3:24])[CH:23]=1)[C:5]([N:7]1[CH2:12][CH2:11][NH:10][CH:9]([C:13]2[CH:18]=[CH:17][C:16]([Cl:19])=[C:15]([Cl:20])[CH:14]=2)[CH2:8]1)=[O:6].CCN(C(C)C)C(C)C.[Br:34][CH2:35][C:36](Br)=[O:37]>C(Cl)Cl>[Br:34][CH2:35][C:36]([N:10]1[CH2:11][CH2:12][N:7]([C:5](=[O:6])[C:4]2[CH:21]=[C:22]([CH3:24])[CH:23]=[C:2]([CH3:1])[CH:3]=2)[CH2:8][CH:9]1[C:13]1[CH:18]=[CH:17][C:16]([Cl:19])=[C:15]([Cl:20])[CH:14]=1)=[O:37]. Procedure details: To a cooled solution of (+,-)-[3,5-dimethylbenzoyl]-3-(3,4-dichlorophenyl)piperazine (11.5 g, 31.65 mmol) in CH2Cl2 (200 mL) at 0° C. was added Hunig's base (4.5 g, 35 mmol) and bromoacetyl bromide (6.4 g, 31.65 mmol). The solution was stirred at 0° C. overnight under N2. After completion the reaction was diluted with CH2Cl2 (400 mL) and washed with brine (300 mL, 2×), dried over MgSO4, filtered and concentrated. The crude material was purified by flash grade silica gel chromatography, eluting w...